From a dataset of the Open Reaction Database (ORD), a public repository of structured organic reaction records. describe an organic reaction: reactants, conditions, products, and yield Reactants: COc1ccc(CCN)cc1, COCCOC, Nc1nc(OS(=O)(=O)C(F)(F)F)c(F)c(-c2ccco2)n1. Yields the product COc1ccc(CCNc2nc(N)nc(-c3ccco3)c2F)cc1. RXN SMILES: [CH3:22][O:23][c:24]1[cH:25][cH:26][c:27]([CH2:30][CH2:31][NH2:32])[cH:28][cH:29]1.[CH3:33][O:34][CH2:35][CH2:36][O:37][CH3:38].[NH2:1][c:2]1[n:3][c:4](-[c:17]2[o:18][cH:19][cH:20][cH:21]2)[c:5]([F:16])[c:6]([O:8][S:9]([C:10]([F:11])([F:12])[F:13])(=[O:14])=[O:15])[n:7]1>>[NH2:1][c:2]1[n:3][c:4](-[c:17]2[o:18][cH:19][cH:20][cH:21]2)[c:5]([F:16])[c:6]([NH:32][CH2:31][CH2:30][c:27]2[cH:26][cH:25][c:24]([O:23][CH3:22])[cH:29][cH:28]2)[n:7]1. As a reaction SMILES: [Cl:20][CH2:21][Cl:22].[Na+:19].[O-:15][C:16]([OH:17])=[O:18].[OH:5][CH2:6][c:7]1[cH:8][n:9][cH:10][c:11]([C:12]#[N:13])[cH:14]1.[S:1]([Cl:2])([Cl:3])=[O:4]>>[Cl:3][CH2:6][c:7]1[cH:8][n:9][cH:10][c:11]([C:12]#[N:13])[cH:14]1. The product is N#Cc1cncc(CCl)c1. Starting materials: ClCCl, [Na+], O=C([O-])O, N#Cc1cncc(CO)c1, O=S(Cl)Cl. The reactants are CCN(C(C)C)C(C)C, FC(F)(F)c1nnc2ccc(Cl)nn12, CN(C)C=O, O, OC1(c2cccnc2)CCNCC1. The product is OC1(c2cccnc2)CCN(c2ccc3nnc(C(F)(F)F)n3n2)CC1. RXN SMILES: [CH:28]([N:29]([CH2:30][CH3:31])[CH:32]([CH3:33])[CH3:34])([CH3:35])[CH3:36].[Cl:1][c:2]1[cH:3][cH:4][c:5]2[n:6]([n:7]1)[c:8]([C:11]([F:12])([F:13])[F:14])[n:9][n:10]2.[O:37]=[CH:38][N:39]([CH3:40])[CH3:41].[OH2:42].[n:15]1[cH:16][c:17]([C:21]2([OH:27])[CH2:22][CH2:23][NH:24][CH2:25][CH2:26]2)[cH:18][cH:19][cH:20]1>>[c:2]1([N:24]2[CH2:23][CH2:22][C:21]([c:17]3[cH:16][n:15][cH:20][cH:19][cH:18]3)([OH:27])[CH2:26][CH2:25]2)[cH:3][cH:4][c:5]2[n:6]([n:7]1)[c:8]([C:11]([F:12])([F:13])[F:14])[n:9][n:10]2. Reactants: CC1(OCCO1)CCCCN1N=C(C=C1)N (1-[4-(2-methyl-[1,3]dioxolan-2-yl)-butyl]-1H-pyrazol-3-ylamine), ClC1=C(C=CC=C1Cl)/C=C/C(=O)O ((E)-3-(2,3-dichloro-phenyl)-acrylic acid). The product is ClC1=C(C=CC=C1Cl)/C=C/C(=O)NC1=NN(C=C1)CCCCC(C)=O ((E)-3-(2,3-Dichloro-phenyl)-N-[1-(5-oxo-hexyl)-1H-pyrazol-3-yl]-acrylamide). Reaction SMILES: [CH3:1][C:2]1([CH2:7][CH2:8][CH2:9][CH2:10][N:11]2[CH:15]=[CH:14][C:13]([NH2:16])=[N:12]2)[O:6]CCO1.[Cl:17][C:18]1[C:23]([Cl:24])=[CH:22][CH:21]=[CH:20][C:19]=1/[CH:25]=[CH:26]/[C:27](O)=[O:28]>>[Cl:17][C:18]1[C:23]([Cl:24])=[CH:22][CH:21]=[CH:20][C:19]=1/[CH:25]=[CH:26]/[C:27]([NH:16][C:13]1[CH:14]=[CH:15][N:11]([CH2:10][CH2:9][CH2:8][CH2:7][C:2](=[O:6])[CH3:1])[N:12]=1)=[O:28]. Procedure: Following general procedure B followed by either C or D, starting from 1-[4-(2-methyl-[1,3]dioxolan-2-yl)-butyl]-1H-pyrazol-3-ylamine and (E)-3-(2,3-dichloro-phenyl)-acrylic acid. Starting materials: CCCNC(=O)C(Cl)(Cl)Cl, CN1CCCC1=O, COc1ccc(Cl)cc1C(=O)NCCC1CCN(S(N)(=O)=O)CC1, Cl, [Na+], [OH-]. Yields the product CCCNC(=O)NS(=O)(=O)N1CCC(CCNC(=O)c2cc(Cl)ccc2OC)CC1. RXN SMILES: [CH2:27]([CH2:28][CH3:29])[NH:30][C:31]([C:32]([Cl:33])([Cl:34])[Cl:35])=[O:36].[CH3:38][N:39]1[CH2:40][CH2:41][CH2:42][C:43]1=[O:44].[Cl:1][c:2]1[cH:3][cH:4][c:5]([O:23][CH3:24])[c:6]([C:7](=[O:8])[NH:9][CH2:10][CH2:11][CH:12]2[CH2:13][CH2:14][N:15]([S:18](=[O:19])(=[O:20])[NH2:21])[CH2:16][CH2:17]2)[cH:22]1.[ClH:37].[Na+:26].[OH-:25]>>[Cl:1][c:2]1[cH:3][cH:4][c:5]([O:23][CH3:24])[c:6]([C:7](=[O:8])[NH:9][CH2:10][CH2:11][CH:12]2[CH2:13][CH2:14][N:15]([S:18](=[O:19])(=[O:20])[NH:21][C:31]([NH:30][CH2:27][CH2:28][CH3:29])=[O:36])[CH2:16][CH2:17]2)[cH:22]1. Reactants: Clc1nc2ccccc2[nH]1, Nc1ccc(Cl)c(C(F)(F)F)c1. Yields the product Cl, FC(F)(F)c1cc(Nc2nc3ccccc3[nH]2)ccc1Cl. As a reaction SMILES: [Cl:1][c:2]1[nH:3][c:4]2[c:5]([n:6]1)[cH:7][cH:8][cH:9][cH:10]2.[NH2:11][c:12]1[cH:13][cH:14][c:15]([Cl:16])[c:17]([C:19]([F:20])([F:21])[F:22])[cH:18]1>>[ClH:1].[c:2]1([NH:11][c:12]2[cH:13][cH:14][c:15]([Cl:16])[c:17]([C:19]([F:20])([F:21])[F:22])[cH:18]2)[nH:3][c:4]2[c:5]([n:6]1)[cH:7][cH:8][cH:9][cH:10]2. Reactants: Compound 13, C(C)(=O)C1=CC=C(O1)CC(=O)O (5-acetyl-2-furanacetic acid), [Na] (sodium), OC1=CC(OC(=C1)C)=O (4-hydroxy-6-methyl-2-pyrone), C1CCC(CC1)N=C=NC2CCCCC2 (DCC), C(O)([O-])=O.[Na+] (sodium hydrogen carbonate). The reagents and catalysts are CN(C)C=1C=CN=CC1 (DMAP). The solvent is C(C)O (ethanol), C(Cl)(Cl)Cl (chloroform). Conditions: time 8 hour. The product is C(C)(=O)C1=CC=C(O1)CC(=O)C=1C(OC(=CC1O)C)=O (3-{2-(5-acetylfuran-2-yl)}acetyl-4-hydroxy-6-methyl-pyrone). Reaction SMILES: [C:1]([C:4]1[O:8][C:7]([CH2:9][C:10]([OH:12])=O)=[CH:6][CH:5]=1)(=[O:3])[CH3:2].[OH:13][C:14]1[CH:19]=[C:18]([CH3:20])[O:17][C:16](=[O:21])[CH:15]=1.C1CCC(N=C=NC2CCCCC2)CC1.[Na].C(=O)([O-])O.[Na+]>C(Cl)(Cl)Cl.CN(C1C=CN=CC=1)C.C(O)C>[C:1]([C:4]1[O:8][C:7]([CH2:9][C:10]([C:15]2[C:16](=[O:21])[O:17][C:18]([CH3:20])=[CH:19][C:14]=2[OH:13])=[O:12])=[CH:6][CH:5]=1)(=[O:3])[CH3:2] |f:4.5,^1:36|. Reported procedure: The 2.49 g (14.8 mmol) of 5-acetyl-2-furanacetic acid, 1.87 g (14.8 mmol) of 4-hydroxy-6-methyl-2-pyrone and 3.37 g (16.3 mmol) of DCC were suspended in 25 ml of chloroform, then 183 mg (1.50 mmol) of DMAP added and stirring carried out overnight at 60° C. The reaction liquid was cooled to room temperature and the insoluble material filtered off. The mother liquor was concentrated and the residue purified by column chromatography. The solid obtained was recrystallized from ethanol and Compound 1... The reactants are Cc1ccccc1, C[Al](C)C, COC(=O)C1C(CN=[N+]=[N-])CCN1C(C)c1ccccc1, C, [Cl-], [NH4+]. Product: CC(c1ccccc1)N1CCC(CN=[N+]=[N-])C1C(N)=O. As a reaction SMILES: [CH3:25][c:26]1[cH:27][cH:28][cH:29][cH:30][cH:31]1.[CH3:32][Al:33]([CH3:34])[CH3:35].[CH3:4][O:5][C:6](=[O:7])[CH:8]1[N:9]([CH:17]([CH3:18])[c:19]2[cH:20][cH:21][cH:22][cH:23][cH:24]2)[CH2:10][CH2:11][CH:12]1[CH2:13][N:14]=[N+:15]=[N-:16].[CH4:3].[Cl-:1].[NH4+:2]>>[NH2:2][C:6](=[O:5])[CH:8]1[N:9]([CH:17]([CH3:18])[c:19]2[cH:20][cH:21][cH:22][cH:23][cH:24]2)[CH2:10][CH2:11][CH:12]1[CH2:13][N:14]=[N+:15]=[N-:16]. Starting materials: CC(C)(C)O, COc1cc2c(C=O)c(C(C)C)n(Cc3ccccc3)c2cn1, CC=C(C)C, [O-][Cl+][O-], [Na+], O. The product is COc1cc2c(C(=O)O)c(C(C)C)n(Cc3ccccc3)c2cn1. RXN SMILES: [C:28]([OH:29])([CH3:30])([CH3:31])[CH3:32].[CH2:1]([c:2]1[cH:3][cH:4][cH:5][cH:6][cH:7]1)[n:8]1[c:9]([CH:21]([CH3:22])[CH3:23])[c:10]([CH:19]=[O:20])[c:11]2[c:12]1[cH:13][n:14][c:15]([O:17][CH3:18])[cH:16]2.[CH3:33][C:34](=[CH:35][CH3:36])[CH3:37].[Cl+:24]([O-:25])[O-:26].[Na+:27].[OH2:38]>>[CH2:1]([c:2]1[cH:3][cH:4][cH:5][cH:6][cH:7]1)[n:8]1[c:9]([CH:21]([CH3:22])[CH3:23])[c:10]([C:19](=[O:20])[OH:25])[c:11]2[c:12]1[cH:13][n:14][c:15]([O:17][CH3:18])[cH:16]2.